Dataset: the Open Reaction Database (ORD), a public repository of structured organic reaction records. Task: describe an organic reaction: reactants, conditions, products, and yield As a reaction SMILES: [Br:1][C:2]1[CH:7]=[CH:6][C:5]([C:8]2[C:12]3[CH:13]=[CH:14][C:15]([O:17][CH2:18][CH2:19][CH2:20]Br)=[CH:16][C:11]=3[S:10][N:9]=2)=[CH:4][CH:3]=1.[NH:22]1[CH2:25][CH2:24][CH2:23]1>>[N:22]1([CH2:20][CH2:19][CH2:18][O:17][C:15]2[CH:14]=[CH:13][C:12]3[C:8]([C:5]4[CH:6]=[CH:7][C:2]([Br:1])=[CH:3][CH:4]=4)=[N:9][S:10][C:11]=3[CH:16]=2)[CH2:25][CH2:24][CH2:23]1. Starting materials: BrC1=CC=C(C=C1)C1=NSC2=C1C=CC(=C2)OCCCBr (3-(4-Bromo-phenyl)-6-(3-bromo-propoxy)-benzo[d]isothiazole), N1CCC1 (azetidine). Reported procedure: According to the method in example 4, 3-(4-Bromo-phenyl)-6-(3-bromo-propoxy)-benzo[d]isothiazole and azetidine were converted to yield 6-(3-Azetidin-1-yl-propoxy)-3-(4-bromo-phenyl)-benzo[d]isothiazole, MS: 404 (MH+, 1Br). The product is N1(CCC1)CCCOC1=CC2=C(C(=NS2)C2=CC=C(C=C2)Br)C=C1 (6-(3-Azetidin-1-yl-propoxy)-3-(4-bromo-phenyl)-benzo[d]isothiazole). Reactants: Cl, CCc1nnn(C2CC(n3cnc4c(NCC(c5ccccc5)c5ccccc5)nc(N5CCC(N)C5)nc43)C(O)C2O)n1, CCc1nnn(C2CC(n3cnc4c(NCC(c5ccccc5)c5ccccc5)nc(N5CCC(NC(=O)NCc6ccccn6)C5)nc43)C(O)C2O)n1, NCCc1nc2ccccc2[nH]1. Yields the product Cl, CCc1nnn(C2CC(n3cnc4c(NCC(c5ccccc5)c5ccccc5)nc(N5CCC(NC(=O)NCCc6nc7ccccc7[nH]6)C5)nc43)C(O)C2O)n1. As a reaction SMILES: [ClH:45].[NH2:1][CH:2]1[CH2:3][CH2:4][N:5]([c:6]2[n:7][c:8]3[c:9]([n:10][cH:11][n:12]3[CH:13]3[CH2:14][CH:15]([n:16]4[n:17][n:18][c:19]([CH2:20][CH3:21])[n:22]4)[CH:23]([OH:24])[CH:25]3[OH:26])[c:27]([NH:28][CH2:29][CH:30]([c:31]3[cH:32][cH:33][cH:34][cH:35][cH:36]3)[c:37]3[cH:38][cH:39][cH:40][cH:41][cH:42]3)[n:43]2)[CH2:44]1.[c:46]1([CH:52]([CH2:53][NH:54][c:55]2[c:56]3[n:57][cH:58][n:59]([CH:80]4[CH:81]([OH:93])[CH:82]([OH:92])[CH:83]([n:85]5[n:86][c:87]([CH2:90][CH3:91])[n:88][n:89]5)[CH2:84]4)[c:60]3[n:61][c:62]([N:64]3[CH2:65][CH:66]([NH:69][C:70](=[O:71])[NH:72][CH2:73][c:74]4[cH:75][cH:76][cH:77][cH:78][n:79]4)[CH2:67][CH2:68]3)[n:63]2)[c:94]2[cH:95][cH:96][cH:97][cH:98][cH:99]2)[cH:47][cH:48][cH:49][cH:50][cH:51]1.[nH:100]1[c:101]([CH2:109][CH2:110][NH2:111])[n:102][c:103]2[c:104]1[cH:105][cH:106][cH:107][cH:108]2>>[ClH:45].[c:46]1([CH:52]([CH2:53][NH:54][c:55]2[c:56]3[n:57][cH:58][n:59]([CH:80]4[CH:81]([OH:93])[CH:82]([OH:92])[CH:83]([n:85]5[n:86][c:87]([CH2:90][CH3:91])[n:88][n:89]5)[CH2:84]4)[c:60]3[n:61][c:62]([N:64]3[CH2:65][CH:66]([NH:69][C:70](=[O:71])[NH:72][CH2:73][CH2:109][c:101]4[nH:100][c:104]5[c:103]([n:102]4)[cH:108][cH:107][cH:106][cH:105]5)[CH2:67][CH2:68]3)[n:63]2)[c:94]2[cH:95][cH:96][cH:97][cH:98][cH:99]2)[cH:47][cH:48][cH:49][cH:50][cH:51]1. Reactants: CC(COS(C)(=O)=O)N1c2ccccc2Sc2ccc(C#N)cc21, CC1CCCNC1, Cc1ccccc1. The product is CC1CCCN(CC(C)N2c3ccccc3Sc3ccc(C#N)cc32)C1. Reaction SMILES: [CH3:1][S:2]([O:3][CH2:6][CH:7]([CH3:8])[N:9]1[c:10]2[cH:11][cH:12][cH:13][cH:14][c:15]2[S:16][c:17]2[cH:18][cH:19][c:20]([C:23]#[N:24])[cH:21][c:22]21)(=[O:4])=[O:5].[CH3:25][CH:26]1[CH2:27][NH:28][CH2:29][CH2:30][CH2:31]1.[CH3:32][c:33]1[cH:34][cH:35][cH:36][cH:37][cH:38]1>>[CH2:6]([CH:7]([CH3:8])[N:9]1[c:10]2[cH:11][cH:12][cH:13][cH:14][c:15]2[S:16][c:17]2[cH:18][cH:19][c:20]([C:23]#[N:24])[cH:21][c:22]21)[N:28]1[CH2:27][CH:26]([CH3:25])[CH2:31][CH2:30][CH2:29]1.